The task is: describe an organic reaction: reactants, conditions, products, and yield. This data is from the Open Reaction Database (ORD), a public repository of structured organic reaction records. The reactants are [OH-].[Na+] (sodium hydroxide), C1=CC=C(C=C1)COC(=O)[C@H](CC2=CNC3=CC=CC=C32)NC(=O)OCC4=CC=CC=C4 (Z-Trp-OBZl), COC1=C(C(=C(C(=C1)C)S(=O)(=O)Cl)C)C (4-methoxy-2,3,6-trimethylbenzenesulfonyl chloride), [OH-].[Na+] (sodium hydroxide). Run in ClCCl (dichloromethane). Yields the product N([C@@H](CC1=CN(C2=CC=CC=C12)S(=O)(=O)C1=C(C)C=C(OC)C(C)=C1C)C(=O)O)C(=O)OCC1=CC=CC=C1 (Z-Trp(Mtr)-OH). RXN SMILES: C1C=CC(C[O:8][C:9]([C@@H:11]([NH:22][C:23]([O:25][CH2:26][C:27]2[CH:32]=[CH:31][CH:30]=[CH:29][CH:28]=2)=[O:24])[CH2:12][C:13]2[C:21]3[C:16](=[CH:17][CH:18]=[CH:19][CH:20]=3)[NH:15][CH:14]=2)=[O:10])=CC=1.[CH3:33][O:34][C:35]1[CH:40]=[C:39]([CH3:41])[C:38]([S:42](Cl)(=[O:44])=[O:43])=[C:37]([CH3:46])[C:36]=1[CH3:47].[OH-].[Na+]>ClCCl>[NH:22]([C:23]([O:25][CH2:26][C:27]1[CH:32]=[CH:31][CH:30]=[CH:29][CH:28]=1)=[O:24])[C@H:11]([C:9]([OH:10])=[O:8])[CH2:12][C:13]1[C:21]2[C:16](=[CH:17][CH:18]=[CH:19][CH:20]=2)[N:15]([S:42]([C:38]2[C:37]([CH3:46])=[C:36]([CH3:47])[C:35]([O:34][CH3:33])=[CH:40][C:39]=2[CH3:41])(=[O:44])=[O:43])[CH:14]=1 |f:2.3|. Reported procedure: In the same manner as Example 5, Z-Trp-OBZl (15.0 g, 35 mM) and 4-methoxy-2,3,6-trimethylbenzenesulfonyl chloride were reacted in dichloromethane (500 ml) in the presence of sodium hydroxide (17.8 g, 0.44 M). The reaction product was then hydrolyzed with an aqueous solution of sodium hydroxide to give Z-Trp(Mtr)-OH. Yield 19.0 g (98.4%); m.p. 71°-74° C.; [α]D24 -41.6° (c=0.9, DMF). The reactants are N1N=CC(=C1)B(O)O (1H-pyrazole-4-boronic acid), BrC1=C2C3(C(N(C2=CC=C1)C(C1=CC=CC=C1)C1=CC=CC=C1)=O)COC1=CC2=C(OCCO2)C=C13 (4′-bromo-1′-(diphenylmethyl)-2,3-dihydrospiro[furo[2,3-g][1,4]benzodioxine-8,3′-indol]-2′(1′H)-one), N1=CC(=CC2=CC=CC=C12)B(O)O (quinolin-3-ylboronic acid), BrC1=C2C3(C(N(C2=CC=C1)C)=O)COC=1C3=CC3=C(OCO3)C1 (4′-bromo-1′-methylspiro[furo[2,3-f][1,3]benzodioxole-7,3′-indol]-2′(1′H)-one). Product: CN1C(C2(C3=C(C=CC=C13)C=1C=NNC1)COC1=CC3=C(OCCO3)C=C12)=O (1′-methyl-4′-(1H-pyrazol-4-yl)-2,3-dihydrospiro[furo[2,3-g][1,4]benzodioxine-8,3′-indol]-2′(1′H)-one). RXN SMILES: [NH:1]1[CH:5]=[C:4](B(O)O)[CH:3]=[N:2]1.N1C2C(=CC=CC=2)C=C(B(O)O)C=1.BrC1C=CC=C2C=1C1(C3=CC4OCOC=4C=C3OC1)C(=O)N2C.Br[C:46]1[CH:54]=[CH:53][CH:52]=[C:51]2[C:47]=1[C:48]1([C:80]3[C:71](=[CH:72][C:73]4[O:78][CH2:77][CH2:76][O:75][C:74]=4[CH:79]=3)[O:70][CH2:69]1)[C:49](=[O:68])[N:50]2[CH:55](C1C=CC=CC=1)C1C=CC=CC=1>>[CH3:55][N:50]1[C:51]2[C:47](=[C:46]([C:4]3[CH:3]=[N:2][NH:1][CH:5]=3)[CH:54]=[CH:53][CH:52]=2)[C:48]2([C:80]3[C:71](=[CH:72][C:73]4[O:78][CH2:77][CH2:76][O:75][C:74]=4[CH:79]=3)[O:70][CH2:69]2)[C:49]1=[O:68]. Reported procedure: Following the procedure as described in EXAMPLE 2.46 and making non-critical variations using 1H-pyrazole-4-boronic acid to replace quinolin-3-ylboronic acid, and 4′-bromo-1′-methylspiro[furo[2,3-f][1,3]benzodioxole-7,3′-indol]-2′(1′H)-one to replace 4′-bromo-1′-(diphenylmethyl)-2,3-dihydrospiro[furo[2,3-g][1,4]benzodioxine-8,3′-indol]-2′(1′H)-one, 1′-methyl-4′-(1H-pyrazol-4-yl)-2,3-dihydrospiro[furo[2,3-g][1,4]benzodioxine-8,3′-indol]-2′(1′H)-one was obtained (54%) as a colorless solid: mp 250-... Reactants: [Na] (sodium), C1(=CC=CC=C1)CCC(C(=O)OCC)C(=O)C (Ethyl α-(phenylethyl)acetoacetate), NC(=S)N (thiourea), [O-]CC.[Na+] (sodium ethoxide). Solvent: C(C)O (ethanol). Product: C1(=CC=CC=C1)CCC=1C(NC(NC1C)=S)=O (5-(2-phenylethyl)-6-methyl-2-thiouracil). RXN SMILES: [C:1]1([CH2:7][CH2:8][CH:9]([C:15]([CH3:17])=O)[C:10](OCC)=[O:11])[CH:6]=[CH:5][CH:4]=[CH:3][CH:2]=1.[NH2:18][C:19]([NH2:21])=[S:20].[O-]CC.[Na+].[Na]>C(O)C>[C:1]1([CH2:7][CH2:8][C:9]2[C:10](=[O:11])[NH:18][C:19](=[S:20])[NH:21][C:15]=2[CH3:17])[CH:6]=[CH:5][CH:4]=[CH:3][CH:2]=1 |f:2.3,^1:25|. Reported procedure: Ethyl α-(phenylethyl)acetoacetate (23.4 g) and thiourea (10.65 g) were added to a solution of sodium ethoxide in ethanol (100 ml) prepared from sodium (4.6 g). The mixture was refluxed for 51/2 hours and evaporated to dryness. The solid residue was dissolved in water and acetic acid was added to pH 4. The white precipitate was filtered off and recrystallised from ethanol to give 5-(2-phenylethyl)-6-methyl-2-thiouracil m.p. 210°-214°. Starting materials: CN(C)C(=O)C(Cc1ccc(-c2ccc(CCC(=O)NOc3ccccc3)cc2)cc1)NC(=O)OC(C)(C)C, CO, [H][H], [Pd]. The product is CN(C)C(=O)C(Cc1ccc(-c2ccc(CCC(=O)NO)cc2)cc1)NC(=O)OC(C)(C)C. Reaction SMILES: [C:1]([CH3:2])([CH3:3])([CH3:4])[O:5][C:6]([NH:7][CH:8]([CH2:9][c:10]1[cH:11][cH:12][c:13](-[c:16]2[cH:17][cH:18][c:19]([CH2:22][CH2:23][C:24]([NH:25][O:26][c:27]3[cH:28][cH:29][cH:30][cH:31][cH:32]3)=[O:33])[cH:20][cH:21]2)[cH:14][cH:15]1)[C:34]([N:35]([CH3:36])[CH3:37])=[O:38])=[O:39].[CH3:42][OH:43].[H:40][H:41].[Pd:44]>>[C:1]([CH3:2])([CH3:3])([CH3:4])[O:5][C:6]([NH:7][CH:8]([CH2:9][c:10]1[cH:11][cH:12][c:13](-[c:16]2[cH:17][cH:18][c:19]([CH2:22][CH2:23][C:24]([NH:25][OH:26])=[O:33])[cH:20][cH:21]2)[cH:14][cH:15]1)[C:34]([N:35]([CH3:36])[CH3:37])=[O:38])=[O:39]. The reactants are O=C([O-])O, CCOC(=O)c1[nH]c2ccc(Br)cc2c1CCCC(=O)N=[N+]=[N-], Cc1ccc(S(=O)(=O)O)cc1, [Na+], O, OCc1ccccc1, c1ccccc1. Product: CCOC(=O)c1[nH]c2ccc(Br)cc2c1CCCC(=O)OCc1ccccc1. As a reaction SMILES: [C:44](=[O:45])([OH:46])[O-:47].[CH2:1]([CH3:2])[O:3][C:4](=[O:5])[c:6]1[nH:7][c:8]2[cH:9][cH:10][c:11]([Br:23])[cH:12][c:13]2[c:14]1[CH2:15][CH2:16][CH2:17][C:18](=[O:19])[N:20]=[N+:21]=[N-:22].[CH3:24][c:25]1[cH:26][cH:27][c:28]([S:29]([OH:30])(=[O:31])=[O:32])[cH:33][cH:34]1.[Na+:48].[OH2:35].[OH:36][CH2:37][c:38]1[cH:39][cH:40][cH:41][cH:42][cH:43]1.[cH:49]1[cH:50][cH:51][cH:52][cH:53][cH:54]1>>[CH2:1]([CH3:2])[O:3][C:4](=[O:5])[c:6]1[nH:7][c:8]2[cH:9][cH:10][c:11]([Br:23])[cH:12][c:13]2[c:14]1[CH2:15][CH2:16][CH2:17][C:18](=[O:19])[O:36][CH2:37][c:38]1[cH:39][cH:40][cH:41][cH:42][cH:43]1. Isolated yield 91.1%. Reaction conditions: time 22.5 minute. Reaction SMILES: [NH2:1][C:2]1[C:3]([Cl:10])=[N:4][CH:5]=[CH:6][C:7]=1[NH:8][CH3:9].[CH:11](OCC)(OCC)OCC>OS(O)(=O)=O>[Cl:10][C:3]1[C:2]2[N:1]=[CH:9][N:8]([CH3:11])[C:7]=2[CH:6]=[CH:5][N:4]=1. The reactants are NC=1C(=NC=CC1NC)Cl (3-amino-2-chloro-4-methylaminopyridine), C(OCC)(OCC)OCC (triethyl orthoformate). The reagents and catalysts are OS(=O)(=O)O (H2SO4). Reported procedure: To a heterogeneous mixture of 3-amino-2-chloro-4-methylaminopyridine (5.9 g, 37 mmol) and triethyl orthoformate (12.92 mL, 87.2 mmol) was added 5 drops of conc. H2SO4. A short path distillation apparatus was attached. The reaction flask was lowered into a hot oil bath and stirred at 110° C. to 190° C. The time spent heating was 20-25 minutes. On cooling, the thick residue was dissolved in CH2Cl2 (40 mL) and was allowed to stir overnight with a little CaO. The solid was removed by filtration and ... Yields the product ClC1=NC=CC2=C1N=CN2C (4-chloro-1-methyl-1H-imidazo[4,5-c]pyridine).